From a dataset of the Open Reaction Database (ORD), a public repository of structured organic reaction records. describe an organic reaction: reactants, conditions, products, and yield Starting materials: FC1=CC=C(CN)C=C1 (4-fluorobenzylamine), ClC=1N=C(C2=C(N1)SC1=C2CCCC1)Cl (2,4-dichloro-5,6,7,8-tetrahydro-[1]-benzothieno-[2,3-d]-pyrimidine). The product is ClC=1N=C(C2=C(N1)SC1=C2CCCC1)NCC1=CC=C(C=C1)F (2-chloro-5,6-,7,8-tetrahydro-4-(4-fluorobenzylamino)-[1]-benzothieno-[2,3-d]-pyrimidine). As a reaction SMILES: [F:1][C:2]1[CH:9]=[CH:8][C:5]([CH2:6][NH2:7])=[CH:4][CH:3]=1.[Cl:10][C:11]1[N:12]=[C:13](Cl)[C:14]2[C:19]3[CH2:20][CH2:21][CH2:22][CH2:23][C:18]=3[S:17][C:15]=2[N:16]=1>>[Cl:10][C:11]1[N:12]=[C:13]([NH:7][CH2:6][C:5]2[CH:8]=[CH:9][C:2]([F:1])=[CH:3][CH:4]=2)[C:14]2[C:19]3[CH2:20][CH2:21][CH2:22][CH2:23][C:18]=3[S:17][C:15]=2[N:16]=1. Reported procedure: Following the procedure of Example 1, the reaction of 4-fluorobenzylamine with 2,4-dichloro-5,6,7,8-tetrahydro-[1]-benzothieno-[2,3-d]-pyrimidine yields 2-chloro-5,6-,7,8-tetrahydro-4-(4-fluorobenzylamino)-[1]-benzothieno-[2,3-d]-pyrimidine. Starting materials: C(C)OC(C=C1CC2CCC(C1)N2C(=O)OC(C)(C)C)=O (tert-butyl 3-(2-ethoxy-2-oxoethylidene)-8-azabicyclo[3.2.1]octane-8-carboxylate), [H][H] (hydrogen). The reagents and catalysts are [Pd] (palladium on carbon). Run in CCO (EtOH). Yields the product C(C)OC(CC1CC2CCC(C1)N2C(=O)OC(C)(C)C)=O (tert-butyl 3-(2-ethoxy-2-oxoethyl)-8-azabicyclo[3.2.1]octane-8-carboxylate). Yield: 99.3%. RXN SMILES: [CH2:1]([O:3][C:4](=[O:21])[CH:5]=[C:6]1[CH2:12][CH:11]2[N:13]([C:14]([O:16][C:17]([CH3:20])([CH3:19])[CH3:18])=[O:15])[CH:8]([CH2:9][CH2:10]2)[CH2:7]1)[CH3:2].[H][H]>[Pd].CCO>[CH2:1]([O:3][C:4](=[O:21])[CH2:5][CH:6]1[CH2:12][CH:11]2[N:13]([C:14]([O:16][C:17]([CH3:20])([CH3:19])[CH3:18])=[O:15])[CH:8]([CH2:9][CH2:10]2)[CH2:7]1)[CH3:2]. Procedure: 10% palladium on carbon (about 50% wet) (170 mg) was added to a mixture of tert-butyl 3-(2-ethoxy-2-oxoethylidene)-8-azabicyclo[3.2.1]octane-8-carboxylate (1.7 g) and EtOH (34 mL), and the mixture was stirred at room temperature for 4 hours in a hydrogen atmosphere at 3 atm. The reaction mixture was separated by filtration using Celite, and the filtrate was concentrated under reduced pressure, whereby tert-butyl 3-(2-ethoxy-2-oxoethyl)-8-azabicyclo[3.2.1]octane-8-carboxylate (1.7 g) was obtained... Reactants: C(C1=CC=CC=C1)N1C(=NC2=C1C=CC=C2)CC(CC(=O)OCC)(C)C (ethyl 4-(1-benzylbenzimidazol-2-yl)-3,3-dimethylbutanoate), Cl (hydrochloric acid), O (water). Run in C(C)(=O)O (acetic acid). The product is C(C1=CC=CC=C1)N1C(=NC2=C1C=CC=C2)CC(CC(=O)O)(C)C (4-(1-benzylbenzimidazol-2-yl)-3,3-dimethylbutanoic acid). The yield is 64.0%. Reaction SMILES: [CH2:1]([N:8]1[C:12]2[CH:13]=[CH:14][CH:15]=[CH:16][C:11]=2[N:10]=[C:9]1[CH2:17][C:18]([CH3:26])([CH3:25])[CH2:19][C:20]([O:22]CC)=[O:21])[C:2]1[CH:7]=[CH:6][CH:5]=[CH:4][CH:3]=1.Cl.O>C(O)(=O)C>[CH2:1]([N:8]1[C:12]2[CH:13]=[CH:14][CH:15]=[CH:16][C:11]=2[N:10]=[C:9]1[CH2:17][C:18]([CH3:26])([CH3:25])[CH2:19][C:20]([OH:22])=[O:21])[C:2]1[CH:3]=[CH:4][CH:5]=[CH:6][CH:7]=1. Procedure details: 9 g of ethyl 4-(1-benzylbenzimidazol-2-yl)-3,3-dimethylbutanoate, prepared in Example 47, are dissolved in a mixture composed of 90 ml of concentrated hydrochloric acid, 270 ml of water and 250 ml of acetic acid. The mixture is refluxed for 4 hours and the solvents are concentrated under vacuum. The residue is taken up with a 1 N solution of sodium hydroxide and the resulting mixture is washed with ether; the aqueous phase is acidified by having sulfur dioxide bubbled through it until the pH is ... Starting materials: CCOC(C)=O, COC(=O)c1cc(Br)c(C(C)C)cc1OC, N#C[Cu]. The product is COC(=O)c1cc(C#N)c(C(C)C)cc1OC. As a reaction SMILES: [CH3:20][CH2:21][O:22][C:23](=[O:24])[CH3:25].[CH3:4][O:5][c:6]1[c:7]([C:8](=[O:9])[O:10][CH3:11])[cH:12][c:13]([Br:19])[c:14]([CH:16]([CH3:17])[CH3:18])[cH:15]1.[Cu:1][C:2]#[N:3]>>[C:2](#[N:3])[c:13]1[cH:12][c:7]([C:8](=[O:9])[O:10][CH3:11])[c:6]([O:5][CH3:4])[cH:15][c:14]1[CH:16]([CH3:17])[CH3:18]. The reactants are FC(C=1C=C(C=C(C1)C(F)(F)F)C1(CN(CC1)C1=CC(=C(C=N1)CN)C(F)(F)F)C(F)(F)F)(F)F (1-[6-{3-[3,5-Bis(trifluoromethyl)phenyl]-3-(trifluoromethyl)pyrrolidin-1-yl}-4-(trifluoromethyl)pyridin-3-yl]methanamine), C1(CC1)C(=O)Cl (cyclopropane carbonyl chloride). Solvent: C(Cl)Cl (methylene chloride). Reaction conditions: time 8 hour. Yields the product FC(C=1C=C(C=C(C1)C(F)(F)F)C1(CN(CC1)C1=CC(=C(C=N1)CNC(=O)C1CC1)C(F)(F)F)C(F)(F)F)(F)F (N-{[6-{3-[3,5-bis(trifluoromethyl)phenyl]-3-(trifluoromethyl)-pyrrolidin-1-yl}-4-(trifluoromethyl)pyridin-3-yl]methyl}cyclopropanecarboxamide). RXN SMILES: [F:1][C:2]([F:35])([F:34])[C:3]1[CH:4]=[C:5]([C:13]2([C:30]([F:33])([F:32])[F:31])[CH2:17][CH2:16][N:15]([C:18]3[N:23]=[CH:22][C:21]([CH2:24][NH2:25])=[C:20]([C:26]([F:29])([F:28])[F:27])[CH:19]=3)[CH2:14]2)[CH:6]=[C:7]([C:9]([F:12])([F:11])[F:10])[CH:8]=1.[CH:36]1([C:39](Cl)=[O:40])[CH2:38][CH2:37]1>C(Cl)Cl>[F:35][C:2]([F:1])([F:34])[C:3]1[CH:4]=[C:5]([C:13]2([C:30]([F:31])([F:32])[F:33])[CH2:17][CH2:16][N:15]([C:18]3[N:23]=[CH:22][C:21]([CH2:24][NH:25][C:39]([CH:36]4[CH2:38][CH2:37]4)=[O:40])=[C:20]([C:26]([F:27])([F:28])[F:29])[CH:19]=3)[CH2:14]2)[CH:6]=[C:7]([C:9]([F:12])([F:11])[F:10])[CH:8]=1. Procedure details: 1-[6-{3-[3,5-Bis(trifluoromethyl)phenyl]-3-(trifluoromethyl)pyrrolidin-1-yl}-4-(trifluoromethyl)pyridin-3-yl]methanamine (0.18 g) was dissolved in methylene chloride (5 ml), and to the solution was added cyclopropane carbonyl chloride (0.036 ml) at room temperature. The reaction mixture was stirred overnight and the solvent was distilled off under reduced pressure. The residue was purified by silica gel column chromatography to obtain the target compound (0.15 g). Reactants: C(C1=CC=CC=C1)N1N=C2C(=CC=CC2=C1C1=CC=C(C=C1)Br)C(F)(F)F (2-Benzyl-3-(4-bromo-phenyl)-7-trifluoromethyl-2H-indazole), bis[triphenylphosphine]palladium(II) chloride, Cl (HCl), ClCCl (dichloromethane), solution, [Br-].COC(=O)C=1C=C(C[Zn+])C=CC1 (3-(methoxycarbonyl)-benzylzinc bromide). Run in C1CCOC1 (THF), C1CCOC1 (THF). Conditions: time 5 minute. Product: COC(C1=CC(=CC=C1)CC1=CC=C(C=C1)C=1N(N=C2C(=CC=CC12)C(F)(F)F)CC1=CC=CC=C1)=O (3-[4-(2-BENZYL-7-TRIFLUOROMETHYL-2H-INDAZOL-3-YL)-BENZYL]-BENZOIC ACID METHYL ESTER). Reaction SMILES: [CH2:1]([N:8]1[C:16]([C:17]2[CH:22]=[CH:21][C:20](Br)=[CH:19][CH:18]=2)=[C:15]2[C:10]([C:11]([C:24]([F:27])([F:26])[F:25])=[CH:12][CH:13]=[CH:14]2)=[N:9]1)[C:2]1[CH:7]=[CH:6][CH:5]=[CH:4][CH:3]=1.[Br-].[CH3:29][O:30][C:31]([C:33]1[CH:34]=[C:35]([CH:38]=[CH:39][CH:40]=1)[CH2:36][Zn+])=[O:32].Cl.ClCCl>C1COCC1>[CH3:29][O:30][C:31](=[O:32])[C:33]1[CH:40]=[CH:39][CH:38]=[C:35]([CH2:36][C:20]2[CH:21]=[CH:22][C:17]([C:16]3[N:8]([CH2:1][C:2]4[CH:3]=[CH:4][CH:5]=[CH:6][CH:7]=4)[N:9]=[C:10]4[C:15]=3[CH:14]=[CH:13][CH:12]=[C:11]4[C:24]([F:26])([F:27])[F:25])=[CH:18][CH:19]=2)[CH:34]=1 |f:1.2|. Procedure: 2-Benzyl-3-(4-bromo-phenyl)-7-trifluoromethyl-2H-indazole (43 mg, 0.1 mmol) and 4 mg of bis[triphenylphosphine]palladium(II) chloride were dissolved in THF. After 5 minutes, 0.4 ml of a 0.5M solution of 3-(methoxycarbonyl)-benzylzinc bromide in THF (0.2 mmol) were added and the reaction mixture was stirred at room temperature overnight. 1M HCl-solution and dichloromethane were added, and the phases were separated. The resulting product was obtained after flash chromatographic purification using ... The reactants are C(CCC)(=O)C=1C(CC(CC1O)C1=CC=C(C=C1)S(=O)C)=O (2-butyryl-3-hydroxy-5-(4-methylsulfinylphenyl)-2-cyclohexen-1-one), C(C)ON (ethoxyamine), ice water. Run in C(C)O (ethanol). Conditions: time 15 hour. Product: C(C)ON=C(CCC)C=1C(CC(CC1O)C1=CC=C(C=C1)S(=O)C)=O (2-[1-(ethoxyimino)butyl]-3-hydroxy-5-(4-methylsulfinylphenyl)-2-cyclohexen-1-one). RXN SMILES: [C:1]([C:6]1[C:7](=[O:22])[CH2:8][CH:9]([C:13]2[CH:18]=[CH:17][C:16]([S:19]([CH3:21])=[O:20])=[CH:15][CH:14]=2)[CH2:10][C:11]=1[OH:12])(=O)[CH2:2][CH2:3][CH3:4].[CH2:23]([O:25][NH2:26])[CH3:24]>C(O)C>[CH2:23]([O:25][N:26]=[C:1]([C:6]1[C:7](=[O:22])[CH2:8][CH:9]([C:13]2[CH:18]=[CH:17][C:16]([S:19]([CH3:21])=[O:20])=[CH:15][CH:14]=2)[CH2:10][C:11]=1[OH:12])[CH2:2][CH2:3][CH3:4])[CH3:24]. Reported procedure: Into 20 ml of ethanol was dissolved 1.6 g of 2-butyryl-3-hydroxy-5-(4-methylsulfinylphenyl)-2-cyclohexen-1-one and to the solution was added 0.5 g of ethoxyamine. The mixture was kept for 15 hours at room temperature and it was poured into ice water. The crystal sedimented was collected with a filtering step and recrystallized with methanol. Thus, 1.3 g of colorless objective crystals having a melting point of 72°-74° C. was obtained.